Dataset: the Open Reaction Database (ORD), a public repository of structured organic reaction records. Task: describe an organic reaction: reactants, conditions, products, and yield Reactants: CCN=C=NCCCN(C)C.Cl (WSC HCl), COC=1C(=C(CC=2C=CC(=C(C(=O)O)C2)C=2C=NC=CC2)C(=C(C1OC)OC)OC)C (5-(3,4,5,6-Tetramethoxy-2-methylbenzyl)-2-(3-pyridyl)benzoic acid), N1CCCCC1 (piperidine). Reagents/catalysts: CN(C1=CC=NC=C1)C (4-dimethylaminopyridine). Solvent: C(Cl)Cl (methylene chloride). Reaction conditions: time 16 hour. Product: COC=1C(=C(CC=2C=CC(=C(C(=O)N3CCCCC3)C2)C=2C=NC=CC2)C(=C(C1OC)OC)OC)C (N-[5-(3,4,5,6-Tetramethoxy-2-methylbenzyl)-2-(3-pyridyl)benzoyl]piperidine). Isolated yield 48.7%. Reaction SMILES: [CH3:1][O:2][C:3]1[C:4]([CH3:31])=[C:5]([C:22]([O:29][CH3:30])=[C:23]([O:27][CH3:28])[C:24]=1[O:25][CH3:26])[CH2:6][C:7]1[CH:8]=[CH:9][C:10]([C:16]2[CH:17]=[N:18][CH:19]=[CH:20][CH:21]=2)=[C:11]([CH:15]=1)[C:12](O)=[O:13].[NH:32]1[CH2:37][CH2:36][CH2:35][CH2:34][CH2:33]1.CCN=C=NCCCN(C)C.Cl>CN(C)C1C=CN=CC=1.C(Cl)Cl>[CH3:1][O:2][C:3]1[C:4]([CH3:31])=[C:5]([C:22]([O:29][CH3:30])=[C:23]([O:27][CH3:28])[C:24]=1[O:25][CH3:26])[CH2:6][C:7]1[CH:8]=[CH:9][C:10]([C:16]2[CH:17]=[N:18][CH:19]=[CH:20][CH:21]=2)=[C:11]([CH:15]=1)[C:12]([N:32]1[CH2:37][CH2:36][CH2:35][CH2:34][CH2:33]1)=[O:13] |f:2.3|. Procedure details: 5-(3,4,5,6-Tetramethoxy-2-methylbenzyl)-2-(3-pyridyl)benzoic acid (80 mg, 0.1886 mmol), 4-dimethylaminopyridine (12 mg, 0.0983 mmol) and piperidine (32 mg, 0.3764 mmol) were dissolved in methylene chloride (10 ml), WSC-HCl (109 mg, 0.5685 mmol) was added thereto and the mixture was stirred at room temperature for 16 hours. The reaction solution was washed with water and dried and the solvent was evaporated therefrom. The residue was purified by preparative thin layer chromatography (methylene ch... Starting materials: C(C)OP(=O)(OCC)CC1=CC(=NC=C1)C(=O)N (4-(diethylphosphonomethyl)-2pyridinecarboxamide). The reagents and catalysts are [Pt]=O (platinum oxide). Solvent: C(C)(=O)O (acetic acid). Run at time 6 hour. Yields the product C(C)OP(=O)(OCC)C[C@H]1C[C@@H](NCC1)C(=O)N (trans 4-(diethylphosphonomethyl)-2-piperidinecarboxamide). As a reaction SMILES: [CH2:1]([O:3][P:4]([CH2:9][C:10]1[CH:15]=[CH:14][N:13]=[C:12]([C:16]([NH2:18])=[O:17])[CH:11]=1)([O:6][CH2:7][CH3:8])=[O:5])[CH3:2]>C(O)(=O)C.[Pt]=O>[CH2:1]([O:3][P:4]([CH2:9][C@@H:10]1[CH2:15][CH2:14][NH:13][C@@H:12]([C:16]([NH2:18])=[O:17])[CH2:11]1)([O:6][CH2:7][CH3:8])=[O:5])[CH3:2]. Reported procedure: A mixture of 1.19 g of 4-(diethylphosphonomethyl)-2pyridinecarboxamide and 0.75 g of platinum oxide in 30 ml of acetic acid is hydrogenated at 3 atmospheric pressure for 6 hours at room temperature. The reaction mixture is filtered and the solvent is removed in vacuo. The residue is dissolved in methylene chloride and washed with a small volume of saturated sodium bicarbonate solution. After drying over magnesium sulfate, a methylene chloride solution of a 2:1 mixture of cis and trans 4-(diethyl... Reactants: 74, OCC(C)(C)NC(=S)NC1=CC=C(C=C1)N1CCN(CC1)C1=CC=C(C=C1)OC (N-(2-hydroxy-1,1-dimethylethyl)-N'-[4-[4-(4-methoxyphenyl)-1-piperazinyl]phenyl]thiourea). Solvent: C(=O)O (formic acid). Reaction conditions: temperature 70 celsius, time 4 hour. Yields the product 44.1, COC1=CC=C(C=C1)N1CCN(CC1)C1=CC=C(C=C1)NC=1SCC(N1)(C)C (4,5-dihydro-N-[4-[4-(4-methoxyphenyl)-1-piperazinyl]phenyl]-4,4-dimethyl-2-thiazolamine). Yield: 62.4%. Reaction SMILES: O[CH2:2][C:3]([NH:6][C:7]([NH:9][C:10]1[CH:15]=[CH:14][C:13]([N:16]2[CH2:21][CH2:20][N:19]([C:22]3[CH:27]=[CH:26][C:25]([O:28][CH3:29])=[CH:24][CH:23]=3)[CH2:18][CH2:17]2)=[CH:12][CH:11]=1)=[S:8])([CH3:5])[CH3:4]>C(O)=O>[CH3:29][O:28][C:25]1[CH:26]=[CH:27][C:22]([N:19]2[CH2:20][CH2:21][N:16]([C:13]3[CH:14]=[CH:15][C:10]([NH:9][C:7]4[S:8][CH2:2][C:3]([CH3:4])([CH3:5])[N:6]=4)=[CH:11][CH:12]=3)[CH2:17][CH2:18]2)=[CH:23][CH:24]=1. Procedure details: A mixture of 74 parts of N-(2-hydroxy-1,1-dimethylethyl)-N'-[4-[4-(4-methoxyphenyl)-1-piperazinyl]phenyl]thiourea and 360 parts of formic acid was stirred for 4 hours at 70° C. The reaction mixture was evaporated and the residue was dissolved in 260 parts of dichloromethane. The whole was neutralized with a sodium hydrogen carbonate solution. The precipitated product was filtered off, washed with water and dichloromethane and purified by column chromatography over silica gel using a mixture of t...